This data is from the Open Reaction Database (ORD), a public repository of structured organic reaction records. The task is: describe an organic reaction: reactants, conditions, products, and yield The reactants are B.C1CCOC1 (borane THF), ClC1=CC=C(C(C)(C)NC(COC2=C(C=CC=C2)C(N(C)C)=O)=O)C=C1 (N-(4-chloro-α,α-dimethylbenzyl)-2-(2-dimethylcarbamoylphenoxy)acetamide), Cl (hydrogen chloride). The solvent is CCOCC (ether), C1CCOC1 (THF). The product is O.Cl.Cl.ClC1=CC=C(C(C)(C)NCCOC2=C(CN(C)C)C=CC=C2)C=C1.ClC1=CC=C(C(C)(C)NCCOC2=C(CN(C)C)C=CC=C2)C=C1.Cl.Cl (2-[2-(4-chloro-α,α-dimethylbenzylamino) ethoxy]-N,N-dimethylbenzylamine dihydrochloride hemihydrate). As a reaction SMILES: B.C1C[O:5]CC1.[Cl:7][C:8]1[CH:32]=[CH:31][C:11]([C:12]([NH:15][C:16](=O)[CH2:17][O:18][C:19]2[CH:24]=[CH:23][CH:22]=[CH:21][C:20]=2[C:25](=O)[N:26]([CH3:28])[CH3:27])([CH3:14])[CH3:13])=[CH:10][CH:9]=1.[ClH:33]>C1COCC1.CCOCC>[OH2:5].[ClH:7].[ClH:33].[Cl:7][C:8]1[CH:9]=[CH:10][C:11]([C:12]([NH:15][CH2:16][CH2:17][O:18][C:19]2[CH:24]=[CH:23][CH:22]=[CH:21][C:20]=2[CH2:25][N:26]([CH3:27])[CH3:28])([CH3:14])[CH3:13])=[CH:31][CH:32]=1.[Cl:7][C:8]1[CH:9]=[CH:10][C:11]([C:12]([NH:15][CH2:16][CH2:17][O:18][C:19]2[CH:24]=[CH:23][CH:22]=[CH:21][C:20]=2[CH2:25][N:26]([CH3:27])[CH3:28])([CH3:14])[CH3:13])=[CH:31][CH:32]=1.[ClH:7].[ClH:7] |f:0.1,6.7.8.9.10.11.12|. Procedure details: A solution of borane/THF (27 ml, 1M solution) was added to a solution of N-(4-chloro-α,α-dimethylbenzyl)-2-(2-dimethylcarbamoylphenoxy)acetamide (2.0 g) in THF (20 ml) at 0° C. with stirring under a nitrogen atmosphere. The mixture was warmed to ambient temperature and then boiled under reflux for 1 hour. The mixture was evaporated to dryness and 2M hydrochloric acid (50 ml) was added carefully. The mixture was heated on a steam bath for 2 hours, then cooled, washed with ethyl acetate, basified ... Reactants: C(C=C)OC=1C=C(C=O)C=CC1 (3-(allyloxy)benzaldehyde), [C@@H]1(CCCC2=CC=CC=C12)N ((1S)-1,2,3,4-tetrahydro-1-naphthalenylamine). Product: C(C=C)OC=1C=C(CN[C@H]2CCCC3=CC=CC=C23)C=CC1 (N-[3-(allyloxy)benzyl]-N-[(1S)-1,2,3,4-tetrahydro-1-naphthalenyl]amine). As a reaction SMILES: [CH2:1]([O:4][C:5]1[CH:6]=[C:7]([CH:10]=[CH:11][CH:12]=1)[CH:8]=O)[CH:2]=[CH2:3].[C@@H:13]1([NH2:23])[C:22]2[C:17](=[CH:18][CH:19]=[CH:20][CH:21]=2)[CH2:16][CH2:15][CH2:14]1>>[CH2:1]([O:4][C:5]1[CH:6]=[C:7]([CH:10]=[CH:11][CH:12]=1)[CH2:8][NH:23][C@@H:13]1[C:22]2[C:17](=[CH:18][CH:19]=[CH:20][CH:21]=2)[CH2:16][CH2:15][CH2:14]1)[CH:2]=[CH2:3]. Procedure: The product from Example 58A and (1S)-1,2,3,4-tetrahydro-1-naphthalenylamine were processed as described in Example 1A to provide the title compound. Reactants: CC(C)(O)CC(=O)O, Cl, NC1CCC(CCN2CCC(c3cccc4c3OCO4)CC2)CC1. Yields the product CC(C)(O)CC(=O)NC1CCC(CCN2CCC(c3cccc4c3OCO4)CC2)CC1. Reaction SMILES: [CH3:26][C:27]([CH3:28])([OH:29])[CH2:30][C:31]([OH:32])=[O:33].[ClH:1].[O:2]1[CH2:3][O:4][c:5]2[c:6]1[cH:7][cH:8][cH:9][c:10]2[CH:11]1[CH2:12][CH2:13][N:14]([CH2:17][CH2:18][CH:19]2[CH2:20][CH2:21][CH:22]([NH2:25])[CH2:23][CH2:24]2)[CH2:15][CH2:16]1>>[O:2]1[CH2:3][O:4][c:5]2[c:6]1[cH:7][cH:8][cH:9][c:10]2[CH:11]1[CH2:12][CH2:13][N:14]([CH2:17][CH2:18][CH:19]2[CH2:20][CH2:21][CH:22]([NH:25][C:31]([CH2:30][C:27]([CH3:26])([CH3:28])[OH:29])=[O:32])[CH2:23][CH2:24]2)[CH2:15][CH2:16]1. Reactants: CNCCC#CC1=NC=CC=C1 (N-methyl-4-(pyridin-2-yl)but-3-yn-1-amine), CC1=C(C(=O)Cl)C=CC=C1 (2-methylbenzoyl chloride). The product is CN(C(C1=C(C=CC=C1)C)=O)CCC#CC1=NC=CC=C1 (N,2-dimethyl-N-(4-(pyridin-2-yl)but-3-ynyl)benzamide). Isolated yield 37.7%. RXN SMILES: [CH3:1][NH:2][CH2:3][CH2:4][C:5]#[C:6][C:7]1[CH:12]=[CH:11][CH:10]=[CH:9][N:8]=1.[CH3:13][C:14]1[CH:22]=[CH:21][CH:20]=[CH:19][C:15]=1[C:16](Cl)=[O:17]>>[CH3:1][N:2]([CH2:3][CH2:4][C:5]#[C:6][C:7]1[CH:12]=[CH:11][CH:10]=[CH:9][N:8]=1)[C:16](=[O:17])[C:15]1[CH:19]=[CH:20][CH:21]=[CH:22][C:14]=1[CH3:13]. Reported procedure: The title compound was prepared in accordance with the general method of Example 199(D), from N-methyl-4-(pyridin-2-yl)but-3-yn-1-amine (50 mg, 0.31 mmol) and 2-methylbenzoyl chloride (58 mg, 0.37 mmol). The crude residue was purified over silicagel chromatography (prepacked 10 g silicagel column, DCM/MeOH: from 100/0 to 98/2 as eluent) to afford 32.5 mg of N,2-dimethyl-N-(4-(pyridin-2-yl)but-3-ynyl)benzamide as a brown oil (Yield: 37%). Reactants: C(C#C)Br (propargyl bromide), FC(C=O)(F)F (trifluoroacetaldehyde). Reagents/catalysts: [Zn] (zinc). Run in O1CCCC1 (tetrahydrofuran). The product is FC(C(CC#C)O)(F)F (1,1,1-trifluoro-4-pentyne-2-ol). Yield: 65.0%. Reaction SMILES: [CH2:1](Br)[C:2]#[CH:3].[F:5][C:6]([F:10])([F:9])[CH:7]=[O:8]>O1CCCC1.[Zn]>[F:5][C:6]([F:10])([F:9])[CH:7]([OH:8])[CH2:3][C:2]#[CH:1]. Procedure: In a mixture of propargyl bromide (3.46 g, 29 mmol), zinc powder (2.3 g, 0.035 gram-atom) in tetrahydrofuran (60 ml), trifluoroacetaldehyde (1.9 g, 19 mmol) was added under bubbling. An hour later, the reaction mixture was poured into aqueous 2% HCl solution for a similar treatment to the one used in the above Examples. Distillation gave 1,1,1-trifluoro-4-pentyne-2-ol (b.p.: 95°-96° C.) at a yield of 65%. The above product gave the following analytical data: Reactants: Cc1cc(CC(=O)OC(C)(C)C)cnc1Cl, ClCCl, O=C(O)C(F)(F)F, [Na+], [Na+], O=C([O-])[O-]. Yields the product Cc1cc(CC(=O)O)cnc1Cl. As a reaction SMILES: [Cl:1][c:2]1[c:3]([CH3:16])[cH:4][c:5]([CH2:8][C:9](=[O:10])[O:11][C:12]([CH3:13])([CH3:14])[CH3:15])[cH:6][n:7]1.[Cl:30][CH2:31][Cl:32].[F:17][C:18]([F:19])([F:20])[C:21]([OH:22])=[O:23].[Na+:24].[Na+:25].[O-:26][C:27](=[O:28])[O-:29]>>[Cl:1][c:2]1[c:3]([CH3:16])[cH:4][c:5]([CH2:8][C:9](=[O:10])[OH:11])[cH:6][n:7]1. Reactants: CN(CC=1OC2=C(C1)C=C(C=C2)[N+](=O)[O-])C2CC1=CC=C(C=C1C2)[N+](=O)[O-] (2-[N-methyl-N-(5-nitrobenzofur-2-ylmethyl)amino]-5-nitroindane). The reagents and catalysts are [Pd] (Pd/C). Solvent: C(C)O (ethanol). Reaction conditions: time 3 hour. Product: NC=1C=C2CC(CC2=CC1)N(C)CC=1OC2=C(C1)C=C(C=C2)N (5-Amino-2-[N-(5-aminobenzofur-2-ylmethyl)-N-methylamino]indane). RXN SMILES: [CH3:1][N:2]([CH:16]1[CH2:24][C:23]2[C:18](=[CH:19][CH:20]=[C:21]([N+:25]([O-])=O)[CH:22]=2)[CH2:17]1)[CH2:3][C:4]1[O:5][C:6]2[CH:12]=[CH:11][C:10]([N+:13]([O-])=O)=[CH:9][C:7]=2[CH:8]=1>C(O)C.[Pd]>[NH2:25][C:21]1[CH:22]=[C:23]2[C:18](=[CH:19][CH:20]=1)[CH2:17][CH:16]([N:2]([CH2:3][C:4]1[O:5][C:6]3[CH:12]=[CH:11][C:10]([NH2:13])=[CH:9][C:7]=3[CH:8]=1)[CH3:1])[CH2:24]2. Procedure: A solution of 2-[N-methyl-N-(5-nitrobenzofur-2-ylmethyl)amino]-5-nitroindane (0.33 g) in ethanol (25 ml) containing 5% Pd/C (0.03 g) was stirred under a hydrogen atmosphere [206.8 kPa (30 p.s.i.)] for 3 hours at room temperature. The catalyst was then removed by filtration and the filtrate evaporated in vacuo to afford the title compound as a gum, yield 0.3 g, which was used directly without further purification.